Dataset: the Open Reaction Database (ORD), a public repository of structured organic reaction records. Task: describe an organic reaction: reactants, conditions, products, and yield The reactants are COC(=O)C1=NC(=C(C=C1)C1OCCC1)Br (6-bromo-5-(tetrahydrofuran-2-yl)-pyridine-2-carboxylic acid methyl ester), mixture, ClC=1C=C(C=CC1)B(O)O (3-chlorophenylboronic acid), C([O-])([O-])=O.[Cs+].[Cs+] (cesium carbonate). Reagents/catalysts: C(Cl)Cl.[Pd](Cl)Cl.C1(=CC=CC=C1)P([C-]1C=CC=C1)C1=CC=CC=C1.[C-]1(C=CC=C1)P(C1=CC=CC=C1)C1=CC=CC=C1.[Fe+2] (1,1′-bis(diphenylphosphino)ferrocene-palladium(II) dichloride methylene chloride). Solvent: CN(C)C=O (DMF). Product: COC(=O)C1=NC(=C(C=C1)C1OCCC1)C1=CC(=CC=C1)Cl (6-(3-Chlorophenyl)-5-(tetrahydrofuran-2-yl)-pyridine-2-carboxylic acid methyl ester). Yield: 94.4%. As a reaction SMILES: [CH3:1][O:2][C:3]([C:5]1[CH:10]=[CH:9][C:8]([CH:11]2[CH2:15][CH2:14][CH2:13][O:12]2)=[C:7](Br)[N:6]=1)=[O:4].[Cl:17][C:18]1[CH:19]=[C:20](B(O)O)[CH:21]=[CH:22][CH:23]=1.C(=O)([O-])[O-].[Cs+].[Cs+]>CN(C=O)C.C(Cl)Cl.[Pd](Cl)Cl.C1(P(C2C=CC=CC=2)[C-]2C=CC=C2)C=CC=CC=1.[C-]1(P(C2C=CC=CC=2)C2C=CC=CC=2)C=CC=C1.[Fe+2]>[CH3:1][O:2][C:3]([C:5]1[CH:10]=[CH:9][C:8]([CH:11]2[CH2:15][CH2:14][CH2:13][O:12]2)=[C:7]([C:22]2[CH:21]=[CH:20][CH:19]=[C:18]([Cl:17])[CH:23]=2)[N:6]=1)=[O:4] |f:2.3.4,6.7.8.9.10|. Procedure details: A solution of 6-bromo-5-(tetrahydrofuran-2-yl)-pyridine-2-carboxylic acid methyl ester (mixture of example 101d, 0.296 g, 1 mmol), 3-chlorophenylboronic acid (CAN 63503-60-6, 0.24 g, 1.5 mmol), 1,1′-bis(diphenylphosphino)ferrocene-palladium(II) dichloride methylene chloride complex (CAN 95464-05-4, 34 mg) and cesium carbonate (CAN 534-17-8, 1 g, 3 mmol) in DMF (10 mL) was stirred overnight at 80° C. under a nitrogen atmosphere. After filtration, the reaction mixture was poured into 20 mL H2O and...